This data is from the Open Reaction Database (ORD), a public repository of structured organic reaction records. The task is: describe an organic reaction: reactants, conditions, products, and yield Starting materials: O[Li].O (LiOH hydrate), ClC1=CC=C(C=C1)C1C(N(C2(CC2)C1)C(=O)OC(C)(C)C)=O (tert-butyl 6-(4-chlorophenyl)-5-oxo-4-azaspiro[2.4]heptane-4-carboxylate). Run in O (water), CO (MeOH), C1CCOC1 (THF). Conditions: time 8 hour. The product is C(C)(C)(C)OC(=O)NC1(CC1)CC(C(=O)O)C1=CC=C(C=C1)Cl (3-(1-(tert-butoxycarbonylamino)cyclopropyl)-2-(4-chlorophenyl)propanoic acid). Isolated yield 86.2%. Reaction SMILES: [OH:1][Li].O.[Cl:4][C:5]1[CH:10]=[CH:9][C:8]([CH:11]2[CH2:17][C:14]3([CH2:16][CH2:15]3)[N:13]([C:18]([O:20][C:21]([CH3:24])([CH3:23])[CH3:22])=[O:19])[C:12]2=[O:25])=[CH:7][CH:6]=1>O.CO.C1COCC1>[C:21]([O:20][C:18]([NH:13][C:14]1([CH2:17][CH:11]([C:8]2[CH:9]=[CH:10][C:5]([Cl:4])=[CH:6][CH:7]=2)[C:12]([OH:25])=[O:1])[CH2:16][CH2:15]1)=[O:19])([CH3:24])([CH3:23])[CH3:22] |f:0.1|. Procedure details: A solution of LiOH hydrate (0.24 g, 5.7 mmol) in water (2 mL) was added to a stirred solution of tert-butyl 6-(4-chlorophenyl)-5-oxo-4-azaspiro[2.4]heptane-4-carboxylate (0.46 g, 1.4 mmol) in MeOH (2 mL) and THF (2 mL). The reaction was stirred at room temperature overnight. The solvents were evaporated in vacuo. The residue was taken up in water and extracted with ether (2×). The aqueous phase was acidified by 2N HCl and extracted with EtOAc. The combined organic phases were washed with brine, ... Reactants: NC=1C(=CC(=C(C1)C=1C(N(C(=CN1)C(F)(F)F)C)=O)Cl)Cl (3-(5-amino-2,4-dichlorophenyl)-1-methyl-6-trifluoromethyl-2-oxo-1,2-dihydropyrazine), NC=1C(=CC(=C(C1)C=1C(N(C(=CN1)C(F)(F)F)C)=O)Cl)Cl (3-(5-amino-2,4-dichlorophenyl)-1-methyl-6-trifluoromethyl-2-oxo-1,2-dihydropyrazine), CS(=O)(=O)Cl (methanesulfonyl chloride), O (water). Solvent: N1=CC=CC=C1 (pyridine). Run at time 5 hour. Yields the product ClC1=C(C=C(C(=C1)Cl)NS(=O)(=O)C)C=1C(N(C(=CN1)C(F)(F)F)C)=O (3-(2,4-dichloro-5-methanesulfonylaminophenyl)1-methyl-6-trifluoromethyl-2-oxo-1,2-dihydropyrazine). The yield is 25.0%. Reaction SMILES: [NH2:1][C:2]1[C:3]([Cl:21])=[CH:4][C:5]([Cl:20])=[C:6]([C:8]2[C:9](=[O:19])[N:10]([CH3:18])[C:11]([C:14]([F:17])([F:16])[F:15])=[CH:12][N:13]=2)[CH:7]=1.O.[CH3:23][S:24](Cl)(=[O:26])=[O:25]>N1C=CC=CC=1>[Cl:20][C:5]1[CH:4]=[C:3]([Cl:21])[C:2]([NH:1][S:24]([CH3:23])(=[O:26])=[O:25])=[CH:7][C:6]=1[C:8]1[C:9](=[O:19])[N:10]([CH3:18])[C:11]([C:14]([F:17])([F:16])[F:15])=[CH:12][N:13]=1. Procedure: Then, 0.15 g of 3-(5-amino-2,4-dichlorophenyl)-1-methyl-6-trifluoromethyl-2-oxo-1,2-dihydropyrazine (present compound 1-334) was dissolved in 0.88 ml of pyridine, to which 52 μl of methanesulfonyl chloride was added dropwise, and the mixture was stirred at room temperature for 5 hours. After completion of the reaction, the reaction mixture was poured into water, followed by extraction with chloroform. The organic layer was washed with 2N hydrochloric acid, water, saturated sodium hydrogen-carbon... The reactants are ClC=1N=NC=C2C1N(C(=C2C)C)CCCF (7-chloro-1-(3-fluoropropyl)-2,3-dimethylpyrrolo[2,3-d]pyridazine), C(C1=CC=CC=C1)O (benzyl alcohol). Yields the product C(C1=CC=CC=C1)OC=1N=NC=C2C1N(C(=C2C)C)CCCF (7-Benzyloxy-1-(3-fluoropropyl)-2,3-dimethylpyrrolo[2,3-d]pyridazine). Yield: 71.2%. RXN SMILES: Cl[C:2]1[N:3]=[N:4][CH:5]=[C:6]2[C:10]([CH3:11])=[C:9]([CH3:12])[N:8]([CH2:13][CH2:14][CH2:15][F:16])[C:7]=12.[CH2:17]([OH:24])[C:18]1[CH:23]=[CH:22][CH:21]=[CH:20][CH:19]=1>>[CH2:17]([O:24][C:2]1[N:3]=[N:4][CH:5]=[C:6]2[C:10]([CH3:11])=[C:9]([CH3:12])[N:8]([CH2:13][CH2:14][CH2:15][F:16])[C:7]=12)[C:18]1[CH:23]=[CH:22][CH:21]=[CH:20][CH:19]=1. Procedure: The title compound was prepared as white crystals in 71.2% yield in a similar procedure to that described in Example 1 by using 7-chloro-1-(3-fluoropropyl)-2,3-dimethylpyrrolo[2,3-d]pyridazine and benzyl alcohol. Starting materials: CC1CN(Cc2ccccc2)CC(C(F)(F)F)O1, CNCCN(C)C, CCN(C(C)C)C(C)C, CC(Cl)OC(=O)Cl, ClCCl, O=Cc1cc([N+](=O)[O-])ccc1F, [K+], [K+], O=C([O-])[O-]. Yields the product CC1CN(c2ccc([N+](=O)[O-])cc2C=O)CC(C(F)(F)F)O1. RXN SMILES: [CH2:8]([c:9]1[cH:10][cH:11][cH:12][cH:13][cH:14]1)[N:15]1[CH2:16][CH:17]([CH3:25])[O:18][CH:19]([C:21]([F:22])([F:23])[F:24])[CH2:20]1.[CH3:53][N:54]([CH3:55])[CH2:56][CH2:57][NH:58][CH3:59].[CH:26]([N:27]([CH2:28][CH3:29])[CH:30]([CH3:31])[CH3:32])([CH3:33])[CH3:34].[Cl:1][C:2]([O:3][CH:4]([Cl:5])[CH3:6])=[O:7].[Cl:60][CH2:61][Cl:62].[F:41][c:42]1[c:43]([CH:44]=[O:45])[cH:46][c:47]([N+:50](=[O:51])[O-:52])[cH:48][cH:49]1.[K+:35].[K+:36].[O-:37][C:38]([O-:39])=[O:40]>>[N:15]1([c:42]2[c:43]([CH:44]=[O:45])[cH:46][c:47]([N+:50](=[O:51])[O-:52])[cH:48][cH:49]2)[CH2:16][CH:17]([CH3:25])[O:18][CH:19]([C:21]([F:22])([F:23])[F:24])[CH2:20]1. Starting materials: CCN(C(C)C)C(C)C (DIPEA), hexanes ethyl acetate, C(C)(C)(C)OC(NCCCNC(C(C)C)C1=NC2=CC(=CC=C2C(N1CC1=CC=CC=C1)=O)Cl)=O ({3-[1-(3-benzyl-7-chloro-4-oxo-3,4-dihydro-quinazolin-2-yl)-2-methyl-propylamino]-propyl}carbamic acid tert-butyl ester), Formula 302, C1(=CC=C(C=C1)C(=O)Cl)C (p-toluoyl chloride). Solvent: C(Cl)Cl (DCM). Run at time 6 hour. Yields the product C(C)(C)(C)OC(NCCCN(C(C1=CC=C(C=C1)C)=O)[C@H](C(C)C)C1=NC2=CC(=CC=C2C(N1CC1=CC=CC=C1)=O)Cl)=O ((R)-{3-[[1-(3-benzyl-7-chloro-4-oxo-3,4-dihydro-quinazolin-2-yl)-2-methyl-propyl]-(4-methyl-benzoyl)-amino]-propyl}-carbamic acid tert-butyl ester), Formula 304, C(C)(C)(C)OC(NCCCN(C(C1=CC=C(C=C1)C)=O)C(C(C)C)C1=NC2=CC(=CC=C2C(N1CC1=CC=CC=C1)=O)Cl)=O ({3-[[1-(3-benzyl-7-chloro-4-oxo-3,4-dihydro-quinazolin-2-yl)-2-methyl-propyl]-(4-methyl-benzoyl)-amino]-propyl}-carbamic acid tert-butyl ester). As a reaction SMILES: [C:1]([O:5][C:6](=[O:35])[NH:7][CH2:8][CH2:9][CH2:10][NH:11][CH:12]([C:16]1[N:25]([CH2:26][C:27]2[CH:32]=[CH:31][CH:30]=[CH:29][CH:28]=2)[C:24](=[O:33])[C:23]2[C:18](=[CH:19][C:20]([Cl:34])=[CH:21][CH:22]=2)[N:17]=1)[CH:13]([CH3:15])[CH3:14])([CH3:4])([CH3:3])[CH3:2].CCN(C(C)C)C(C)C.[C:45]1([CH3:54])[CH:50]=[CH:49][C:48]([C:51](Cl)=[O:52])=[CH:47][CH:46]=1>C(Cl)Cl>[C:1]([O:5][C:6](=[O:35])[NH:7][CH2:8][CH2:9][CH2:10][N:11]([C@@H:12]([C:16]1[N:25]([CH2:26][C:27]2[CH:32]=[CH:31][CH:30]=[CH:29][CH:28]=2)[C:24](=[O:33])[C:23]2[C:18](=[CH:19][C:20]([Cl:34])=[CH:21][CH:22]=2)[N:17]=1)[CH:13]([CH3:15])[CH3:14])[C:51](=[O:52])[C:48]1[CH:49]=[CH:50][C:45]([CH3:54])=[CH:46][CH:47]=1)([CH3:3])([CH3:4])[CH3:2].[C:1]([O:5][C:6](=[O:35])[NH:7][CH2:8][CH2:9][CH2:10][N:11]([CH:12]([C:16]1[N:25]([CH2:26][C:27]2[CH:32]=[CH:31][CH:30]=[CH:29][CH:28]=2)[C:24](=[O:33])[C:23]2[C:18](=[CH:19][C:20]([Cl:34])=[CH:21][CH:22]=2)[N:17]=1)[CH:13]([CH3:15])[CH3:14])[C:51](=[O:52])[C:48]1[CH:49]=[CH:50][C:45]([CH3:54])=[CH:46][CH:47]=1)([CH3:3])([CH3:4])[CH3:2]. Procedure: A dry 3-necked, round bottomed flask, equipped with a magnetic stirrer, nitrogen inlet and cold bath was charged with 16.0 g of {3-[1-(3-benzyl-7-chloro-4-oxo-3,4-dihydro-quinazolin-2-yl)-2-methyl-propylamino]-propyl}carbamic acid tert-butyl ester (the compound of Formula 302 prepared, e.g., as described in Example 1.7 or 3.2), 80 mL of DCM and 9.1 g (12 mL) (2.2 eq) of DIPEA and stirred until dissolved. To the stirring solution, p-toluoyl chloride 5.5 g (4.7 mL) (1.1 eq) was added and stirring ... Reactants: CO, Cl, Nc1ccc(F)c(Cl)c1, COc1cc2ncnc(Cl)c2cc1OCCCN1CCOCC1. The product is COc1cc2ncnc(Nc3ccc(F)c(Cl)c3)c2cc1OCCCN1CCOCC1. RXN SMILES: [CH3:34][OH:35].[ClH:33].[F:24][c:25]1[c:26]([Cl:32])[cH:27][c:28]([NH2:29])[cH:30][cH:31]1.[O:1]1[CH2:2][CH2:3][N:4]([CH2:7][CH2:8][CH2:9][O:10][c:11]2[cH:12][c:13]3[c:14]([Cl:23])[n:15][cH:16][n:17][c:18]3[cH:19][c:20]2[O:21][CH3:22])[CH2:5][CH2:6]1>>[O:1]1[CH2:2][CH2:3][N:4]([CH2:7][CH2:8][CH2:9][O:10][c:11]2[cH:12][c:13]3[c:14]([NH:29][c:28]4[cH:27][c:26]([Cl:32])[c:25]([F:24])[cH:31][cH:30]4)[n:15][cH:16][n:17][c:18]3[cH:19][c:20]2[O:21][CH3:22])[CH2:5][CH2:6]1. The reactants are [Cl-].[Cl-].C(C)[Al+2] (ethylaluminum dichloride), C(C=C)(=O)OC (methyl acrylate), C(OOOC(C)(C)C)(OC(C)C)=O (tertbutylperoxy isopropyl carbonate), equimolar mixture, C(C)(=O)OC=C (vinyl acetate). The solvent is CCCCCC (n-hexane), CCCCCC (n-hexane). Run at temperature 20 celsius, time 5 hour. Product: C(C)(=O)OC=C.C(C=C)(=O)OC (vinyl acetate methyl acrylate). RXN SMILES: [Cl-].[Cl-].C([Al+2])C.[C:6]([O:9][CH:10]=[CH2:11])(=[O:8])[CH3:7].[C:12]([O:16][CH3:17])(=[O:15])[CH:13]=[CH2:14].C(=O)(OC(C)C)OOOC(C)(C)C>CCCCCC>[C:6]([O:9][CH:10]=[CH2:11])(=[O:8])[CH3:7].[C:12]([O:16][CH3:17])(=[O:15])[CH:13]=[CH2:14] |f:0.1.2,7.8|. Procedure details: The inside of the same flask as used in Example 1 was thoroughly purged with nitrogen, and the flask was charged with 1065 ml of n-hexane and 17.5 millimoles of ethylaluminum dichloride. The temperature of the solution was maintained at 20° C. At this temperature, 301 g of an equimolar mixture of vinyl acetate and methyl acrylate and 300 ml of a 0.03 mole/liter n-hexane solution of tertbutylperoxy isopropyl carbonate were fed continuously with stirring for 5 hours at constant rates using the two...